The task is: describe an organic reaction: reactants, conditions, products, and yield. This data is from the Open Reaction Database (ORD), a public repository of structured organic reaction records. Reactants: N12CCCCCC2=NCCC1 (1,8-Diazabicyclo[5.4.0]undec-7-ene), N1=CC=CC=C1 (pyridine), C1(=CC=CC=C1)OC(=O)Cl (phenylchloroformate), O1C(=NC2=C1C=CC=C2)N(CCC2=CC=C(C(=N)NO)C=C2)CCCC (4-[2-(Benzooxazol-2-yl-butyl-amino)-ethyl]-N-hydroxy-benzamidine). Run in C(C)#N (acetonitrile), ClCCl (dichloromethane). The product is O1C(=NC2=C1C=CC=C2)N(CCC2=CC=C(C=C2)C2=NOC(N2)=O)CCCC (3-{4-[2-(Benzooxazol-2-yl-butyl-amino)-ethyl]-phenyl}-4H-[1,2,4]oxadiazol-5-one). RXN SMILES: [O:1]1[C:5]2[CH:6]=[CH:7][CH:8]=[CH:9][C:4]=2[N:3]=[C:2]1[N:10]([CH2:23][CH2:24][CH2:25][CH3:26])[CH2:11][CH2:12][C:13]1[CH:22]=[CH:21][C:16]([C:17]([NH:19][OH:20])=[NH:18])=[CH:15][CH:14]=1.N1C=CC=CC=1.[C:33]1([O:39]C(Cl)=O)C=CC=CC=1.N12CCCN=C1CCCCC2>ClCCl.C(#N)C>[O:1]1[C:5]2[CH:6]=[CH:7][CH:8]=[CH:9][C:4]=2[N:3]=[C:2]1[N:10]([CH2:23][CH2:24][CH2:25][CH3:26])[CH2:11][CH2:12][C:13]1[CH:22]=[CH:21][C:16]([C:17]2[NH:18][C:33](=[O:39])[O:20][N:19]=2)=[CH:15][CH:14]=1. Procedure: 280 mg 4-[2-(Benzooxazol-2-yl-butyl-amino)-ethyl]-N-hydroxy-benzamidine were dissolved in 5 ml dichloromethane. 78 μl pyridine and 120 μl phenylchloroformate were added and the mixture stirred at room temperature for ten minutes. The mixture was diluted by the addition of 15 ml acetonitrile and 115 μl ml 1,8-Diazabicyclo[5.4.0]undec-7-ene were added. The mixture was stirred at room temperature for 10 minutes. The mixture was evaporated in vacuo and the resulting crude material was purified by re...